This data is from the Open Reaction Database (ORD), a public repository of structured organic reaction records. The task is: describe an organic reaction: reactants, conditions, products, and yield Starting materials: C(C1=CC=CC=C1)ON1[C@@H]2CC[C@H](N(C1=O)C2)C(=O)NNC(=S)N2CCN(CC2)C(=O)OC(C)(C)C (tert-butyl 4-(2-((2S,5R)-6-(benzyloxy)-7-oxo-1,6-diaza-bicyclo[3.2.1]octane-2-carbonyl)hydrazinecarbonothioyl)piperazine-1-carboxylate), COC=1C=CC(=CC1)P2(=S)SP(=S)(S2)C=3C=CC(=CC3)OC (Lawesson's reagent). Reagents/catalysts: [Hg](OC(=O)C)OC(=O)C (Hg(OAc)2). Run in C1CCOC1 (THF). Run at time 8 hour. Product: C(C1=CC=CC=C1)ON1[C@@H]2CC[C@H](N(C1=O)C2)C2=NN=C(S2)N2CCN(CC2)C(=O)OC(C)(C)C (tert-butyl 4-(5-((2S,5R)-6-(benzyloxy)-7-oxo-1,6-diaza-bicyclo[3.2.1]octan-2-yl)-1,3,4-thiadiazol-2-yl)piperazine-1-carboxylate). Isolated yield 23.6%. RXN SMILES: [CH2:1]([O:8][N:9]1[C:15](=[O:16])[N:14]2[CH2:17][C@H:10]1[CH2:11][CH2:12][C@H:13]2[C:18]([NH:20][NH:21][C:22]([N:24]1[CH2:29][CH2:28][N:27]([C:30]([O:32][C:33]([CH3:36])([CH3:35])[CH3:34])=[O:31])[CH2:26][CH2:25]1)=[S:23])=O)[C:2]1[CH:7]=[CH:6][CH:5]=[CH:4][CH:3]=1.COC1C=CC(P2(SP(C3C=CC(OC)=CC=3)(=S)S2)=S)=CC=1>C1COCC1.[Hg](OC(C)=O)OC(C)=O>[CH2:1]([O:8][N:9]1[C:15](=[O:16])[N:14]2[CH2:17][C@H:10]1[CH2:11][CH2:12][C@H:13]2[C:18]1[S:23][C:22]([N:24]2[CH2:29][CH2:28][N:27]([C:30]([O:32][C:33]([CH3:36])([CH3:35])[CH3:34])=[O:31])[CH2:26][CH2:25]2)=[N:21][N:20]=1)[C:2]1[CH:7]=[CH:6][CH:5]=[CH:4][CH:3]=1. Reported procedure: A solution of tert-butyl 4-(2-((2S,5R)-6-(benzyloxy)-7-oxo-1,6-diaza-bicyclo[3.2.1]octane-2-carbonyl)hydrazinecarbonothioyl)piperazine-1-carboxylate (0.66 g, 1.27 mmol) and Lawesson's reagent (0.36 g, 0.89 mmol) in THF (15 mL) was heated at 66° C. for 1 h, then cooled down to rt Hg(OAc)2 (0.4 g) was added and the mixture was stirred at rt overnight. The solution was then concentrated and the residue was purified by silica gel column chromatography (1:2 EtOAc/petroleum ether) to give tert-butyl 4... Reactants: C(C)OC(=O)C1=CC2=C(OCC3=C(C2N2CCN(CC2)C)C=CC=C3)C=C1 (11-(4-methylpiperazino)-6,11-dihydrodibenz[b,e]oxepin-2-carboxylic acid ethyl ester), C(C)OC(=O)C1=CC2=C(OCC3=C(C2N2CCN(CC2)C)C=CC=C3)C=C1 (11-(4-methylpiperazino)-6,11-dihydrodibenz[b,e]oxepin-2-carboxylic acid ethyl ester), [OH-].[Na+] (sodium hydroxide). Solvent: CO (methanol). The product is [Na+].CN1CCN(CC1)C1C2=C(OCC3=C1C=CC=C3)C=CC(=C2)C(=O)[O-] (11-(4-methylpiperazino)-6,11-dihydrodibenz[b,e]oxepin-2-carboxylic acid sodium salt). RXN SMILES: C([O:3][C:4]([C:6]1[CH:27]=[CH:26][C:9]2[O:10][CH2:11][C:12]3[CH:25]=[CH:24][CH:23]=[CH:22][C:13]=3[CH:14]([N:15]3[CH2:20][CH2:19][N:18]([CH3:21])[CH2:17][CH2:16]3)[C:8]=2[CH:7]=1)=[O:5])C.[OH-].[Na+:29]>CO>[Na+:29].[CH3:21][N:18]1[CH2:17][CH2:16][N:15]([CH:14]2[C:13]3[CH:22]=[CH:23][CH:24]=[CH:25][C:12]=3[CH2:11][O:10][C:9]3[CH:26]=[CH:27][C:6]([C:4]([O-:5])=[O:3])=[CH:7][C:8]2=3)[CH2:20][CH2:19]1 |f:1.2,4.5|. Procedure details: A mixture of 3.66 g of 11-(4-methylpiperazino)-6,11-dihydrodibenz[b,e]oxepin-2-carboxylic acid ethyl ester (compound 1) and 0.44 g of sodium hydroxide in 100 ml of 50% aqueous methanol was heated under reflux for one hour. The reaction mixture was concentrated to dryness to obtain 11-(4-methylpiperazino)-6,11-dihydrodibenz[b,e]oxepin-2-carboxylic acid sodium salt as residue. This product was subjected to column chromatography on silica gel using methanol:acetic acid (100:3 v/v) as eluent. Then, ... The reactants are C(C)OC(=O)C=1N=CN2C1C(N(C1=CC(=CC=C21)C(F)(F)F)C)=O (5-methyl-4-oxo-7-trifluoromethyl-4,5-dihydroimidazo[1,5-a]quinoxaline 3-carboxylic acid ethyl ester), BrN1C(CCC1=O)=O (N-bromosuccinimide). The solvent is C(Cl)(Cl)(Cl)Cl (carbon tetrachloride). Yields the product C(C)OC(=O)C=1N=C(N2C1C(N(C1=CC(=CC=C21)C(F)(F)F)C)=O)Br (1-Bromo-5-methyl-4-oxo-7-trifluoromethyl-4,5-dihydroimidazo[1,5-a]quinoxaline 3-carboxylic acid ethyl ester). Isolated yield 39.5%. RXN SMILES: [CH2:1]([O:3][C:4]([C:6]1[N:7]=[CH:8][N:9]2[C:18]3[C:13](=[CH:14][C:15]([C:19]([F:22])([F:21])[F:20])=[CH:16][CH:17]=3)[N:12]([CH3:23])[C:11](=[O:24])[C:10]=12)=[O:5])[CH3:2].[Br:25]N1C(=O)CCC1=O>C(Cl)(Cl)(Cl)Cl>[CH2:1]([O:3][C:4]([C:6]1[N:7]=[C:8]([Br:25])[N:9]2[C:18]3[C:13](=[CH:14][C:15]([C:19]([F:22])([F:21])[F:20])=[CH:16][CH:17]=3)[N:12]([CH3:23])[C:11](=[O:24])[C:10]=12)=[O:5])[CH3:2]. Procedure: To a solution of 5-methyl-4-oxo-7-trifluoromethyl-4,5-dihydroimidazo[1,5-a]quinoxaline 3-carboxylic acid ethyl ester (3.9 g) in carbon tetrachloride (250 ml) was added N-bromosuccinimide (20 g). The mixture was stirred vigorously and was refluxed for 18 hours. After removal of solvent under water aspirator vacuum the residue was chromatographed via a short silica gel dry column (chloroform as eluant). The product was isolated out as an off-white solid (1.9 g, 39% yield). Recrystallized from acet... Starting materials: IC1=CC=C(C=C1)S(=O)(=O)NC=1SC=CN1 (4-iodo-N-(thiazol-2-yl)benzenesulfonamide), C1C(CC2=CC=CC=C12)N1C(NCC1)=O (1-(2,3-dihydro-1H-inden-2-yl)imidazolidin-2-one), C([O-])([O-])=O.[K+].[K+] (potassium carbonate). Reagents/catalysts: [Cu]I (copper(I) iodide). Run in CN1CCCC1=O (NMP). Yields the product C1C(CC2=CC=CC=C12)N1C(N(CC1)C1=CC=C(C=C1)S(=O)(=O)NC=1SC=CN1)=O (4-(3-(2,3-Dihydro-1H-inden-2-yl)-2-oxoimidazolidin-1-yl)-N-(thiazol-2-yl)benzenesulfonamide). Isolated yield 10.3%. As a reaction SMILES: I[C:2]1[CH:7]=[CH:6][C:5]([S:8]([NH:11][C:12]2[S:13][CH:14]=[CH:15][N:16]=2)(=[O:10])=[O:9])=[CH:4][CH:3]=1.[CH2:17]1[C:25]2[C:20](=[CH:21][CH:22]=[CH:23][CH:24]=2)[CH2:19][CH:18]1[N:26]1[CH2:30][CH2:29][NH:28][C:27]1=[O:31].C(=O)([O-])[O-].[K+].[K+]>[Cu]I.CN1C(=O)CCC1>[CH2:19]1[C:20]2[C:25](=[CH:24][CH:23]=[CH:22][CH:21]=2)[CH2:17][CH:18]1[N:26]1[CH2:30][CH2:29][N:28]([C:2]2[CH:7]=[CH:6][C:5]([S:8]([NH:11][C:12]3[S:13][CH:14]=[CH:15][N:16]=3)(=[O:10])=[O:9])=[CH:4][CH:3]=2)[C:27]1=[O:31] |f:2.3.4|. Reported procedure: Synthesized according to general procedure 43. The reaction was set up with 4-iodo-N-(thiazol-2-yl)benzenesulfonamide (250 mg, 0.68 mmol), 1-(2,3-dihydro-1H-inden-2-yl)imidazolidin-2-one (138 mg, 0.68 mmol), copper(I) iodide (267 mg, 1.4 mmol), potassium carbonate (282 mg, 2.0 mmol), and NMP (1.7 mL). The dark mixture was purified via silica gel chromatography using 5% MeOH in CH2Cl2 followed by trituration with 50% Et2O in CH2Cl2 to obtain the desired urea as a white solid (32 mg, 0.07 mmol, 10...